Dataset: the Open Reaction Database (ORD), a public repository of structured organic reaction records. Task: describe an organic reaction: reactants, conditions, products, and yield The reactants are [OH-].[NH4+] (ammonium hydroxide), S(=O)([O-])S(=O)[O-].[Na+].[Na+] (Sodium dithionite), ClC=1C(=C(C(=O)O)C=CC1)[N+](=O)[O-] (3-chloro-2-nitrobenzoic acid). The solvent is O (water), O (water). Conditions: time 20 minute. The product is ClC=1C(=C(C(=O)O)C=CC1)N (3-Chloro-2-aminobenzoic acid). RXN SMILES: S(S([O-])=O)([O-])=O.[Na+].[Na+].[Cl:9][C:10]1[C:11]([N+:19]([O-])=O)=[C:12]([CH:16]=[CH:17][CH:18]=1)[C:13]([OH:15])=[O:14].[OH-].[NH4+]>O>[Cl:9][C:10]1[C:11]([NH2:19])=[C:12]([CH:16]=[CH:17][CH:18]=1)[C:13]([OH:15])=[O:14] |f:0.1.2,4.5|. Reported procedure: Sodium dithionite (104.4 g, 0.6 m) in water (400 ml) was added in portions to a slurry of 3-chloro-2-nitrobenzoic acid (30 g, 0.15 m) in water (200 ml) containing concentrated ammonium hydroxide solution (10 ml). After stirring an additional 20 minutes the mixture was filtered, acidified to pH 3-4 with concentrated hydrochloric acid and filtered again. The filtrate was saturated with sodium chloride and extracted with ether. Drying and concentration of the extract gave a white powder which was c... The product is C(C)OC(\C=C(/CBr)\OC1=CC=CC=C1)=O ((E)-4-bromo-3-phenoxy-but-2-enoic acid ethyl ester). Yield: 74.5%. Reaction SMILES: [CH2:1]([O:3][C:4](=[O:15])/[CH:5]=[C:6](/[O:8][C:9]1[CH:14]=[CH:13][CH:12]=[CH:11][CH:10]=1)\[CH3:7])[CH3:2].[Br:16]N1C(=O)CCC1=O.C(OOC(=O)C1C=CC=CC=1)(=O)C1C=CC=CC=1>C(Cl)(Cl)(Cl)Cl>[CH2:1]([O:3][C:4](=[O:15])/[CH:5]=[C:6](/[O:8][C:9]1[CH:14]=[CH:13][CH:12]=[CH:11][CH:10]=1)\[CH2:7][Br:16])[CH3:2]. Reactants: BrN1C(CCC1=O)=O (N-bromosuccinimide), C(C1=CC=CC=C1)(=O)OOC(C1=CC=CC=C1)=O (benzoyl peroxide), C(C)OC(\C=C(/C)\OC1=CC=CC=C1)=O ((E)-3-phenoxy-but-2-enoic acid ethyl ester). Procedure: To a stirred mixture of (E)-3-phenoxy-but-2-enoic acid ethyl ester (5.00 g, 0.024 mol) in carbon tetrachloride (20 mL) under a nitrogen atmosphere was added N-bromosuccinimide (6.50 g, 0.037 mol) and benzoyl peroxide (580 mg, 0.002 mol). Nitrogen gas was bubbled through the mixture for 5 min, and the resulting mixture was heated to reflux for 4 h. The reaction mixture was then placed in the refrigerator overnight. The solids formed were removed by filtration and the filtrate concentrated in vacu... Solvent: C(Cl)(Cl)(Cl)Cl (carbon tetrachloride).